From a dataset of the Open Reaction Database (ORD), a public repository of structured organic reaction records. describe an organic reaction: reactants, conditions, products, and yield Reactants: OC1=CC=C(C=C1)C=CC1=CC=CC=C1 (4-hydroxystilbene), C([O-])([O-])=O.[K+].[K+] (potassium carbonate), BrCCCCl (1-bromo-3-chloropropane). Run in CN(C=O)C (N,N-dimethylformamide). Product: ClCCCOC1=CC=C(C=C1)C=CC1=CC=CC=C1 (4-(3-chloropropoxy)stilbene). As a reaction SMILES: [OH:1][C:2]1[CH:7]=[CH:6][C:5]([CH:8]=[CH:9][C:10]2[CH:15]=[CH:14][CH:13]=[CH:12][CH:11]=2)=[CH:4][CH:3]=1.C(=O)([O-])[O-].[K+].[K+].Br[CH2:23][CH2:24][CH2:25][Cl:26]>CN(C)C=O>[Cl:26][CH2:25][CH2:24][CH2:23][O:1][C:2]1[CH:3]=[CH:4][C:5]([CH:8]=[CH:9][C:10]2[CH:11]=[CH:12][CH:13]=[CH:14][CH:15]=2)=[CH:6][CH:7]=1 |f:1.2.3|. Reported procedure: Following the procedure described in example 1§E, but starting from 4-hydroxystilbene (2 g), potassium carbonate (7.04 g) and 1-bromo-3-chloropropane (5 mL) in N,N-dimethylformamide (10 mL) affords 2.06 g of 4-(3-chloropropoxy)stilbene as a white solid. Starting materials: ClC1=CC=C(CSCC(=O)OC)C=C1 (methyl p-chlorobenzylmercapto-acetate), NO (hydroxylamine), CO[Na] (CH3ONa). Solvent: CO (methanol), CO (methanol). The product is ClC1=CC=C(CSCC(=O)NO)C=C1 (p-Chlorobenzylmercapto-acetohydroxamic acid). Reaction SMILES: [Cl:1][C:2]1[CH:14]=[CH:13][C:5]([CH2:6][S:7][CH2:8][C:9](OC)=[O:10])=[CH:4][CH:3]=1.[NH2:15][OH:16].CO[Na]>CO>[Cl:1][C:2]1[CH:14]=[CH:13][C:5]([CH2:6][S:7][CH2:8][C:9]([NH:15][OH:16])=[O:10])=[CH:4][CH:3]=1. Procedure: A solution of 0.15 mol of methyl p-chlorobenzylmercapto-acetate in 50 ml of methanol is mixed with a solution of 0.225 mol of hydroxylamine (base) and 0.15 mol of CH3ONa in 150 ml of methanol. The reactants are O=C1NCN(C12CCN(CC2)C(=O)OC(C)(C)C)C2=CC=CC=C2 (tert-butyl 4-oxo-1-phenyl-1,3,8-triazaspiro[4.5]decane-8-carboxylate), C([O-])([O-])=O.[K+].[K+] (potassium carbonate), BrCC=1C=C(C(=O)OC)C=CC1 (methyl 3-(bromomethyl)benzoate). Solvent: C(C)(=O)OCC (ethyl acetate), CN(C=O)C (N,N-dimethylformamide). Run at temperature 60 celsius, time 60 hour. The product is COC(=O)C=1C=C(CN2CN(C3(C2=O)CCN(CC3)C(=O)OC(C)(C)C)C3=CC=CC=C3)C=CC1 (tert-Butyl 3-(3-(methoxycarbonyl)benzyl)-4-oxo-1-phenyl-1,3,8-triazaspiro[4.5]decane-8-carboxylate). RXN SMILES: [O:1]=[C:2]1[C:6]2([CH2:11][CH2:10][N:9]([C:12]([O:14][C:15]([CH3:18])([CH3:17])[CH3:16])=[O:13])[CH2:8][CH2:7]2)[N:5]([C:19]2[CH:24]=[CH:23][CH:22]=[CH:21][CH:20]=2)[CH2:4][NH:3]1.C(=O)([O-])[O-].[K+].[K+].Br[CH2:32][C:33]1[CH:34]=[C:35]([CH:40]=[CH:41][CH:42]=1)[C:36]([O:38][CH3:39])=[O:37]>CN(C)C=O.C(OCC)(=O)C>[CH3:39][O:38][C:36]([C:35]1[CH:34]=[C:33]([CH:42]=[CH:41][CH:40]=1)[CH2:32][N:3]1[C:2](=[O:1])[C:6]2([CH2:7][CH2:8][N:9]([C:12]([O:14][C:15]([CH3:18])([CH3:17])[CH3:16])=[O:13])[CH2:10][CH2:11]2)[N:5]([C:19]2[CH:20]=[CH:21][CH:22]=[CH:23][CH:24]=2)[CH2:4]1)=[O:37] |f:1.2.3|. Procedure: To a solution of tert-butyl 4-oxo-1-phenyl-1,3,8-triazaspiro[4.5]decane-8-carboxylate (0.15 g, 0.45 mmol) and potassium carbonate (0.124 g, 0.9 mmol) in N,N-dimethylformamide (4 mL), was added methyl 3-(bromomethyl)benzoate (0.114 g, 0.5 mmol). After stirring at 60° C. for 60 hours, the reaction mixture was diluted with ethyl acetate (25 mL), washed with dilute citric acid, water and brine. The organic phase was dried over MgSO4, filtered and concentrated to a yellowish brown solid (0.2 g, 93%);... The reactants are C(C)OC(=O)C1=NC(=NC(=C1Br)N)C1CC1 (6-Amino-5-bromo-2-cyclopropylpyrimidine-4-carboxylic acid ethyl ester), C[Sn](C)(C)C (tetramethyltin). The reagents and catalysts are Cl[Pd]([P](C1=CC=CC=C1)(C2=CC=CC=C2)C3=CC=CC=C3)([P](C4=CC=CC=C4)(C5=CC=CC=C5)C6=CC=CC=C6)Cl (bis(triphenylphosphine)palladium(II) dichloride). Run in ClCCCl (1,2-dichloroethane). Conditions: temperature 150 celsius. The product is C(C)OC(=O)C1=NC(=NC(=C1C)N)C1CC1 (6-Amino-2-cyclopropyl-5-methylpyrimidine-4-carboxylic acid ethyl ester). Yield: 49.9%. RXN SMILES: [CH2:1]([O:3][C:4]([C:6]1[C:11](Br)=[C:10]([NH2:13])[N:9]=[C:8]([CH:14]2[CH2:16][CH2:15]2)[N:7]=1)=[O:5])[CH3:2].[CH3:17][Sn](C)(C)C>ClCCCl.Cl[Pd](Cl)([P](C1C=CC=CC=1)(C1C=CC=CC=1)C1C=CC=CC=1)[P](C1C=CC=CC=1)(C1C=CC=CC=1)C1C=CC=CC=1>[CH2:1]([O:3][C:4]([C:6]1[C:11]([CH3:17])=[C:10]([NH2:13])[N:9]=[C:8]([CH:14]2[CH2:16][CH2:15]2)[N:7]=1)=[O:5])[CH3:2] |^1:28,47|. Procedure details: 6-Amino-5-bromo-2-cyclopropylpyrimidine-4-carboxylic acid ethyl ester (300 mg, 1.05 mmol; see WO 2005/063721 A1 for preparation), tetramethyltin (937 mg, 5.24 mmol), and bis(triphenylphosphine)palladium(II) dichloride (74 mg, 0.105 mmol) were combined in 5 mL of 1,2-dichloroethane and heated in a CEM microwave reactor at 150° C. for 20 min. The resulting reaction mixture was filtered and concentrated. The product was purified by flash chromatography on silica gel (ethyl acetate/hexane gradient) ...